This data is from the Open Reaction Database (ORD), a public repository of structured organic reaction records. The task is: describe an organic reaction: reactants, conditions, products, and yield Starting materials: C1(=CC=CC=C1)CCCCCCBr (6-phenylhexyl bromide), [I-].[Na+] (sodium iodide). The solvent is CC(CC)=O (2-butanone). Yields the product C1(=CC=CC=C1)CCCCCCI (6-Phenylhexyl iodide). As a reaction SMILES: [C:1]1([CH2:7][CH2:8][CH2:9][CH2:10][CH2:11][CH2:12]Br)[CH:6]=[CH:5][CH:4]=[CH:3][CH:2]=1.[I-:14].[Na+]>CC(=O)CC>[C:1]1([CH2:7][CH2:8][CH2:9][CH2:10][CH2:11][CH2:12][I:14])[CH:6]=[CH:5][CH:4]=[CH:3][CH:2]=1 |f:1.2|. Reported procedure: 6-Phenylhexyl iodide [VIa; Ar is C6H5, R is H] was prepared from 16 g. of 6-phenylhexyl bromide (Preparation C12) and 10.95 g. of sodium iodide in 325 ml. of 2-butanone, to give 19.1 g. of product as an oil. Starting materials: ClC=1C(=NC=NC1Cl)N (5,6-dichloropyrimidin-4-amine), N[C@H]1CN(CC1)C(=O)OC(C)(C)C ((R)-tert-butyl 3-aminopyrrolidine-1-carboxylate), O(C1=CC=CC=C1)C1=CC=C(C=C1)B(O)O ((4-phenoxyphenyl)boronic acid), C(C=C)(=O)Cl (acryloyl chloride). Product: NC1=C(C(=NC=N1)N[C@H]1CN(CC1)C(C=C)=O)C1=CC=C(C=C1)OC1=CC=CC=C1 ((R)-1-(3-((6-amino-5-(4-phenoxyphenyl)pyrimidin-4-yl)amino)pyrrolidin-1-yl)prop-2-en-1-one). As a reaction SMILES: Cl[C:2]1[C:3]([NH2:9])=[N:4][CH:5]=[N:6][C:7]=1Cl.[NH2:10][C@@H:11]1[CH2:15][CH2:14][N:13]([C:16]([O:18]C(C)(C)C)=O)[CH2:12]1.[O:23]([C:30]1[CH:35]=[CH:34][C:33](B(O)O)=[CH:32][CH:31]=1)[C:24]1[CH:29]=[CH:28][CH:27]=[CH:26][CH:25]=1.[C:39](Cl)(=O)[CH:40]=C>>[NH2:9][C:3]1[N:4]=[CH:5][N:6]=[C:7]([NH:10][C@@H:11]2[CH2:15][CH2:14][N:13]([C:16](=[O:18])[CH:39]=[CH2:40])[CH2:12]2)[C:2]=1[C:27]1[CH:28]=[CH:29][C:24]([O:23][C:30]2[CH:35]=[CH:34][CH:33]=[CH:32][CH:31]=2)=[CH:25][CH:26]=1. Procedure details: (R)-1-(3-((6-amino-5-(4-phenoxyphenyl)pyrimidin-4-yl)amino)pyrrolidin-1-yl)prop-2-en-1-one was prepared from 5,6-dichloropyrimidin-4-amine, (R)-tert-butyl 3-aminopyrrolidine-1-carboxylate, (4-phenoxyphenyl)boronic acid, and acryloyl chloride using methods B, C, D and F. HPLC purity: 100%. MS: m/z=402 [M+H]+. Starting materials: BrC=1C=C2C(NC=3CCCCC3C2=CC1OC)=O (8-bromo-9-methoxy-1,3,4,5-tetrahydrophenanthridin-6(2H)-one), BrC=1C=C2C(NC=3CCCCC3C2=CC1OC)=O (8-bromo-9-methoxy-1,3,4,5-tetrahydrophenanthridin-6(2H)-one), O=P(Cl)(Cl)Cl (POCl3). As a reaction SMILES: [Br:1][C:2]1[CH:3]=[C:4]2[C:13](=[CH:14][C:15]=1[O:16][CH3:17])[C:12]1[CH2:11][CH2:10][CH2:9][CH2:8][C:7]=1[NH:6][C:5]2=O.O=P(Cl)(Cl)[Cl:21]>>[Br:1][C:2]1[C:15]([O:16][CH3:17])=[CH:14][C:13]2[C:4](=[C:5]([Cl:21])[N:6]=[C:7]3[C:12]=2[CH2:11][CH2:10][CH2:9][CH2:8]3)[CH:3]=1. The product is BrC1=CC2=C(N=C3CCCCC3=C2C=C1OC)Cl (8-bromo-6-chloro-9-methoxy-1,2,3,4-tetrahydrophenanthridine). Reaction conditions: temperature 80 celsius. Reported procedure: To the product from Step 3, 8-bromo-9-methoxy-1,3,4,5-tetrahydrophenanthridin-6(2H)-one (880 mg, 2.86 mmol) was added POCl3 (6 mL, 64.4 mmol) and the mixture was heated to 80° C. for 3 h. The excess POCl3 was then removed in vacuo, the residue was dissolved in DCM and the pH was adjusted to 5 with 1N NaOH. The organic layer was then dried over Na2SO4 and the solvent was removed in vacuo. The resulting solid was tritrated with ether to yield the title compound as a light yellow solid. LRMS (M+H)+... Starting materials: N([C@@H](CC1=CC=C(C=C1)O)C(=O)C=[N+]=[N-])C(=O)OC(C)(C)C (Boc-TyrCHN2), Cl (HCl). The solvent is O1CCCC1 (tetrahydrofuran). The product is N([C@@H](CC1=CC=C(C=C1)O)C(=O)CCl)C(=O)OC(C)(C)C (Boc-TyrCH2Cl). RXN SMILES: [NH:1]([C:16]([O:18][C:19]([CH3:22])([CH3:21])[CH3:20])=[O:17])[C@H:2]([C:11]([CH:13]=[N+]=[N-])=[O:12])[CH2:3][C:4]1[CH:9]=[CH:8][C:7]([OH:10])=[CH:6][CH:5]=1.[ClH:23]>O1CCCC1>[NH:1]([C:16]([O:18][C:19]([CH3:22])([CH3:21])[CH3:20])=[O:17])[C@H:2]([C:11]([CH2:13][Cl:23])=[O:12])[CH2:3][C:4]1[CH:9]=[CH:8][C:7]([OH:10])=[CH:6][CH:5]=1. Reported procedure: Boc-TyrCHN2 (1.81 g, 5.92 mmol) was dissolved in 30 mL of tetrahydrofuran, and the resulting solution was treated with 3.45N ethanolic:HCl (1.72 mL, 5.92 mmol) for 5 minutes at 0°. Solvent was removed by evaporation on a rotary evaporator without temperature regulation. The remaining residue was dissolved in ethyl acetate, and the resulting solution was washed with 0.2N hydrochloric acid followed by saturated aqueous sodium chloride. The washed solution was dried over sodium sulfate, and then so... Starting materials: CCN, ClCC(CCl)OCc1ccccc1, O. Product: CCN1CC(OCc2ccccc2)C1. Reaction SMILES: [CH2:14]([CH3:15])[NH2:16].[CH2:1]([c:2]1[cH:3][cH:4][cH:5][cH:6][cH:7]1)[O:8][CH:9]([CH2:10][Cl:13])[CH2:12][Cl:11].[OH2:17]>>[CH2:1]([c:2]1[cH:3][cH:4][cH:5][cH:6][cH:7]1)[O:8][CH:9]1[CH2:10][N:16]([CH2:14][CH3:15])[CH2:12]1. Reactants: CN1C=C(C2=CC=CC=C12)C1=CC(NC1=O)=O (4-(1-methyl-3-indolyl)-1H-pyrrole-2,5-dione), saturated solution, Cl (hydrogen chloride). The solvent is C(C)(=O)OCC (ethyl acetate), C(C)(=O)OCC (ethyl acetate). Run at time 18 hour. The product is Cl.CN1C=C(C2=CC=CC=C12)C1=CC(NC1=O)=O (4-(1-methyl-3-indolyl)-1H-pyrrole-2,5-dione hydrochloride). Reaction SMILES: [CH3:1][N:2]1[C:10]2[C:5](=[CH:6][CH:7]=[CH:8][CH:9]=2)[C:4]([C:11]2[C:15](=[O:16])[NH:14][C:13](=[O:17])[CH:12]=2)=[CH:3]1.[ClH:18]>C(OCC)(=O)C>[ClH:18].[CH3:1][N:2]1[C:10]2[C:5](=[CH:6][CH:7]=[CH:8][CH:9]=2)[C:4]([C:11]2[C:15](=[O:16])[NH:14][C:13](=[O:17])[CH:12]=2)=[CH:3]1 |f:3.4|. Procedure details: A solution of 1.25 g (2.32 mmol) of 3-[8(R or S)-[1(R or S)-tertbutoxyformamidoethyl]-6,7,8,9-tetrahydropyrido[1,2-a]indol-10-yl]-4-(1-methyl-3-indolyl)-1H-pyrrole-2,5-dione (diastereomer A) in 10 ml of ethyl acetate was treated with 30 ml of a saturated solution of hydrogen chloride in ethyl acetate and stirred at room temperature for 18 hours. The solid obtained was removed by filtration and dried to give 1.0 g of 3-[8(R or S)-[1(R or S)-aminoethyl]-6,7,8,9-tetrahydropyrido[1,2-a]indol-10-yl]-... Yields the product Cc1cc(NS(=O)(=O)c2cccs2)c2[nH]c(-c3ccccn3)cc2c1. As a reaction SMILES: [NH2:1][c:2]1[cH:3][c:4]([CH3:17])[cH:5][c:6]2[cH:7][c:8](-[c:11]3[n:12][cH:13][cH:14][cH:15][cH:16]3)[nH:9][c:10]12.[s:18]1[c:19]([S:23](=[O:24])(=[O:25])[Cl:26])[cH:20][cH:21][cH:22]1>>[NH:1]([c:2]1[cH:3][c:4]([CH3:17])[cH:5][c:6]2[cH:7][c:8](-[c:11]3[n:12][cH:13][cH:14][cH:15][cH:16]3)[nH:9][c:10]12)[S:23]([c:19]1[s:18][cH:22][cH:21][cH:20]1)(=[O:24])=[O:25]. Reactants: Cc1cc(N)c2[nH]c(-c3ccccn3)cc2c1, O=S(=O)(Cl)c1cccs1. The reactants are Clc1ncc(Br)c(-c2c[nH]c3ccccc23)n1, C1CCOC1, Cc1ccc(S(=O)(=O)Cl)cc1, [H-], [Na+], CN(C)C=O, O. Product: Cc1ccc(S(=O)(=O)n2cc(-c3nc(Cl)ncc3Br)c3ccccc32)cc1. RXN SMILES: [Br:1][c:2]1[c:3](-[c:9]2[cH:10][nH:11][c:12]3[cH:13][cH:14][cH:15][cH:16][c:17]23)[n:4][c:5]([Cl:8])[n:6][cH:7]1.[CH2:32]1[O:33][CH2:34][CH2:35][CH2:36]1.[CH3:20][c:21]1[cH:22][cH:23][c:24]([S:27](=[O:28])(=[O:29])[Cl:30])[cH:25][cH:26]1.[H-:18].[Na+:19].[O:37]=[CH:38][N:39]([CH3:40])[CH3:41].[OH2:31]>>[Br:1][c:2]1[c:3](-[c:9]2[cH:10][n:11]([S:27]([c:24]3[cH:23][cH:22][c:21]([CH3:20])[cH:26][cH:25]3)(=[O:28])=[O:29])[c:12]3[cH:13][cH:14][cH:15][cH:16][c:17]23)[n:4][c:5]([Cl:8])[n:6][cH:7]1.